From a dataset of the Open Reaction Database (ORD), a public repository of structured organic reaction records. describe an organic reaction: reactants, conditions, products, and yield Reactants: C1(CC1)CN1C(=NC2=C1C=CC(=C2)S(=O)(=O)C(C(=O)O)(C)C)CC(C)(C)C (2-{[1-(Cyclopropylmethyl)-2-(2,2-dimethylpropyl)-1H-benzimidazol-5-yl]sulfonyl}-2-methylpropanoic Acid), N1CCOCC1 (morpholine), CCN(C(C)C)C(C)C (N,N′-diisopropylethylamine), C(#N)P(OCC)(OCC)=O (diethyl cyanophosphonate). Solvent: CN(C)C=O (N,N′-dimethylformamide). Reaction conditions: time 20 hour. Product: C1(CC1)CN1C(=NC2=C1C=CC(=C2)S(=O)(=O)C(C(=O)N2CCOCC2)(C)C)CC(C)(C)C (1-(Cyclopropylmethyl)-5-[(1,1-dimethyl-2-morpholin-4-yl-2-oxoethyl)sulfonyl]-2-(2,2-dimethylpropyl)-1H-benzimidazole). Yield: 48.0%. RXN SMILES: [CH:1]1([CH2:4][N:5]2[C:9]3[CH:10]=[CH:11][C:12]([S:14]([C:17]([CH3:22])([CH3:21])[C:18]([OH:20])=O)(=[O:16])=[O:15])=[CH:13][C:8]=3[N:7]=[C:6]2[CH2:23][C:24]([CH3:27])([CH3:26])[CH3:25])[CH2:3][CH2:2]1.[NH:28]1[CH2:33][CH2:32][O:31][CH2:30][CH2:29]1.CCN(C(C)C)C(C)C.C(P(=O)(OCC)OCC)#N>CN(C=O)C>[CH:1]1([CH2:4][N:5]2[C:9]3[CH:10]=[CH:11][C:12]([S:14]([C:17]([CH3:21])([CH3:22])[C:18]([N:28]4[CH2:33][CH2:32][O:31][CH2:30][CH2:29]4)=[O:20])(=[O:16])=[O:15])=[CH:13][C:8]=3[N:7]=[C:6]2[CH2:23][C:24]([CH3:25])([CH3:27])[CH3:26])[CH2:3][CH2:2]1. Reported procedure: To a solution of 2-{[1-(cyclopropylmethyl)-2-(2,2-dimethylpropyl)-1H-benzimidazol-5-yl]sulfonyl}-2-methylpropanoic acid (Example 1, Step H, 180 mg, 0.46 mmol), morpholine (Wako Pure Chemical Industries, Ltd., 48 mg, 0.55 mmol), N,N′-diisopropylethylamine (71 mg, 0.55 mmol) in N,N′-dimethylformamide (3 mL) was added diethyl cyanophosphonate (Aldrich, 90 mg, 0.55 mmol) at room temperature. The mixture was stirred at room temperature for 20 h and concentrated under reduced pressure. The residue was... Starting materials: COC(C1=CC=C(C=C1)C(CC(C)C)O)=O (4-(1-hydroxy-3-methyl-butyl)-benzoic acid methyl ester), N(=NC(=O)N1CCCCC1)C(=O)N1CCCCC1 (1,1′-(azodicarbonyl)dipiperidine), BrC1=CC=C(C=C1)S (4-bromo-thiophenol), C(CCC)P(CCCC)CCCC (tributylphosphine). Run in C1(=CC=CC=C1)C (toluene). Reaction conditions: time 8 hour. The product is COC(C1=CC=C(C=C1)C(CC(C)C)SC1=CC=C(C=C1)Br)=O (4-[1-(4-bromo-phenylsulfanyl)-3-methyl-butyl]-benzoic acid methyl ester). Reaction SMILES: [CH3:1][O:2][C:3](=[O:16])[C:4]1[CH:9]=[CH:8][C:7]([CH:10](O)[CH2:11][CH:12]([CH3:14])[CH3:13])=[CH:6][CH:5]=1.N(C(N1CCCCC1)=O)=NC(N1CCCCC1)=O.C(P(CCCC)CCCC)CCC.[Br:48][C:49]1[CH:54]=[CH:53][C:52]([SH:55])=[CH:51][CH:50]=1>C1(C)C=CC=CC=1>[CH3:1][O:2][C:3](=[O:16])[C:4]1[CH:9]=[CH:8][C:7]([CH:10]([S:55][C:52]2[CH:53]=[CH:54][C:49]([Br:48])=[CH:50][CH:51]=2)[CH2:11][CH:12]([CH3:14])[CH3:13])=[CH:6][CH:5]=1. Reported procedure: To a solution of 4-(1-hydroxy-3-methyl-butyl)-benzoic acid methyl ester (1240 mg, 5.59 mmol) in toluene (10 mL) is added 1,1′-(azodicarbonyl)dipiperidine (ADDP, 2114 mg, 8.38 mmol) at 0° C., followed by the additions of tributylphosphine (2.09 mL, 8.38 mmol) and 4-bromo-thiophenol (1267 mg, 6.7 mmol). The reaction mixture is warmed up to room temperature and stirred overnight. The mixture is loaded on silica gel, eluted with hexanes with a gradient from 0% of ethyl acetate to 50% of ethyl acetat... Starting materials: C1CCOC1, ClC(c1cccnc1)c1cccnc1, O=c1ccccn1Cc1cccc(Cl)n1. Yields the product O=c1ccccn1C(c1cccc(Cl)n1)C(c1cccnc1)c1cccnc1. RXN SMILES: [CH2:30]1[O:31][CH2:32][CH2:33][CH2:34]1.[Cl:16][CH:17]([c:18]1[cH:19][n:20][cH:21][cH:22][cH:23]1)[c:24]1[cH:25][n:26][cH:27][cH:28][cH:29]1.[Cl:1][c:2]1[cH:3][cH:4][cH:5][c:6]([CH2:8][n:9]2[c:10](=[O:15])[cH:11][cH:12][cH:13][cH:14]2)[n:7]1>>[Cl:1][c:2]1[cH:3][cH:4][cH:5][c:6]([CH:8]([n:9]2[c:10](=[O:15])[cH:11][cH:12][cH:13][cH:14]2)[CH:17]([c:18]2[cH:19][n:20][cH:21][cH:22][cH:23]2)[c:24]2[cH:25][n:26][cH:27][cH:28][cH:29]2)[n:7]1. The reactants are CCC(C(c1ccc2nc(Br)sc2c1)n1ccnc1)N(C)C, O=C([O-])[O-], COC(=O)c1ccc(B(O)O)cc1, COCCOC, [K+], [K+], O, c1ccc(P(c2ccccc2)(c2ccccc2)[Pd](P(c2ccccc2)(c2ccccc2)c2ccccc2)(P(c2ccccc2)(c2ccccc2)c2ccccc2)P(c2ccccc2)(c2ccccc2)c2ccccc2)cc1. The product is CCC(C(c1ccc2nc(-c3ccc(C(=O)OC)cc3)sc2c1)n1ccnc1)N(C)C. Reaction SMILES: [Br:1][c:2]1[s:3][c:4]2[c:5]([n:6]1)[cH:7][cH:8][c:9]([CH:11]([CH:12]([CH2:13][CH3:14])[N:15]([CH3:16])[CH3:17])[n:18]1[cH:19][n:20][cH:21][cH:22]1)[cH:10]2.[C:36](=[O:37])([O-:38])[O-:39].[CH3:23][O:24][C:25](=[O:26])[c:27]1[cH:28][cH:29][c:30]([B:33]([OH:34])[OH:35])[cH:31][cH:32]1.[CH3:42][O:43][CH2:44][CH2:45][O:46][CH3:47].[K+:40].[K+:41].[OH2:125].[cH:48]1[cH:49][cH:50][c:51]([P:52]([Pd:53]([P:54]([c:55]2[cH:56][cH:57][cH:58][cH:59][cH:60]2)([c:61]2[cH:62][cH:63][cH:64][cH:65][cH:66]2)[c:67]2[cH:68][cH:69][cH:70][cH:71][cH:72]2)([P:73]([c:74]2[cH:75][cH:76][cH:77][cH:78][cH:79]2)([c:80]2[cH:81][cH:82][cH:83][cH:84][cH:85]2)[c:86]2[cH:87][cH:88][cH:89][cH:90][cH:91]2)[P:92]([c:93]2[cH:94][cH:95][cH:96][cH:97][cH:98]2)([c:99]2[cH:100][cH:101][cH:102][cH:103][cH:104]2)[c:105]2[cH:106][cH:107][cH:108][cH:109][cH:110]2)([c:111]2[cH:112][cH:113][cH:114][cH:115][cH:116]2)[c:117]2[cH:118][cH:119][cH:120][cH:121][cH:122]2)[cH:123][cH:124]1>>[c:2]1(-[c:30]2[cH:29][cH:28][c:27]([C:25]([O:24][CH3:23])=[O:26])[cH:32][cH:31]2)[s:3][c:4]2[c:5]([n:6]1)[cH:7][cH:8][c:9]([CH:11]([CH:12]([CH2:13][CH3:14])[N:15]([CH3:16])[CH3:17])[n:18]1[cH:19][n:20][cH:21][cH:22]1)[cH:10]2. Reactants: ClC1=C(C=CC(=C1Cl)C(C(=C)C1=CC=CC=C1)=O)OC (2,3-Dichloro-4-(2-phenylacryloyl)anisole), ice water. The solvent is S(O)(O)(=O)=O (sulfuric acid). The product is C1(=CC=CC=C1)C1C(C2=C(C(=C(C=C2C1)OC)Cl)Cl)=O (2-Phenyl-5-methoxy-6,7-dichloro-1-indanone). RXN SMILES: [Cl:1][C:2]1[C:7]([Cl:8])=[C:6]([C:9](=[O:18])[C:10]([C:12]2[CH:17]=[CH:16][CH:15]=[CH:14][CH:13]=2)=[CH2:11])[CH:5]=[CH:4][C:3]=1[O:19][CH3:20]>S(=O)(=O)(O)O>[C:12]1([CH:10]2[CH2:11][C:5]3[C:6](=[C:7]([Cl:8])[C:2]([Cl:1])=[C:3]([O:19][CH3:20])[CH:4]=3)[C:9]2=[O:18])[CH:13]=[CH:14][CH:15]=[CH:16][CH:17]=1. Procedure: 2,3-Dichloro-4-(2-phenylacryloyl)anisole (7.4 g., 0.024 mole) is added portionwise to cold, concentrated sulfuric acid (150 ml.) with stirring. The reaction mixture is stirred in an ice bath for 2 hours, then added dropwise to ice-water to precipitate 3.91 g. of 2-phenyl-5-methoxy-6,7-dichloro-1-indanone which melts at 193°-195° C. upon crystallization from benzene:cyclohexane, 1:2. Reactants: C(C)(=O)NC1=C(C=C(C(=O)O)C=C1)[N+](=O)[O-] (4-acetamido-3-nitrobenzoic acid), Cl.NC(C#C)(CC)C (3-amino-3-methyl-1-pentyne hydrochloride), O1CCCC1 (tetrahydrofuran), CS(=O)(=O)Cl (methane sulfonyl chloride). The solvent is C(C)N(CC)CC (triethylamine), C(C)(=O)OCC (ethyl acetate), O (water). Run at temperature -30 celsius. Yields the product CC(C#C)(CC)NC(C1=CC(=C(C=C1)NC(C)=O)[N+](=O)[O-])=O (N-(3-methylpent-1-yn-3-yl)-4-acetamido-3-nitrobenzamide). The yield is 60.6%. RXN SMILES: [C:1]([NH:4][C:5]1[CH:13]=[CH:12][C:8]([C:9]([OH:11])=O)=[CH:7][C:6]=1[N+:14]([O-:16])=[O:15])(=[O:3])[CH3:2].O1CCCC1.CS(Cl)(=O)=O.Cl.[NH2:28][C:29]([CH3:34])([CH2:32][CH3:33])[C:30]#[CH:31]>C(OCC)(=O)C.O.C(N(CC)CC)C>[CH3:34][C:29]([NH:28][C:9](=[O:11])[C:8]1[CH:12]=[CH:13][C:5]([NH:4][C:1](=[O:3])[CH3:2])=[C:6]([N+:14]([O-:16])=[O:15])[CH:7]=1)([CH2:32][CH3:33])[C:30]#[CH:31] |f:3.4|. Procedure: In a 1000 mL, three-necked, round-bottomed flask fitted with a mechanical stirrer, nitrogen inlet and thermometer were placed 10 g of 4-acetamido-3-nitrobenzoic acid, 200 mL of tetrahydrofuran and 31 mL of triethylamine. The resulting well-stirred mixture was cooled to -30° C. and 3.9 mL of methane sulfonyl chloride were added dropwise while keeping the reaction temperature at -30° C. The resulting suspension was stirred at -30° C. for 30 minutes, after which 6.7 g of 3-amino-3-methyl-1-pentyne ... The reactants are COc1ccc(C#N)cc1CBr, C1N2CN3CN1CN(C2)C3, CC(=O)O, Cl, O. The product is COc1ccc(C#N)cc1C=O. RXN SMILES: [Br:1][CH2:2][c:3]1[cH:4][c:5]([C:6]#[N:7])[cH:8][cH:9][c:10]1[O:11][CH3:12].[CH2:13]1[N:14]2[CH2:15][N:16]3[CH2:17][N:18]([CH2:19]2)[CH2:20][N:21]1[CH2:22]3.[CH3:23][C:24]([OH:25])=[O:26].[ClH:27].[OH2:28]>>[CH:2]([c:3]1[cH:4][c:5]([C:6]#[N:7])[cH:8][cH:9][c:10]1[O:11][CH3:12])=[O:25]. Reactants: Cl.NC1=C(SC(=C1)Cl)S(=O)(=O)N (3-amino-5-chlorothiophene-2-sulfonamide hydrochloride), CC(CCCC(C)C)N=C=S (1,5-dimethylhexyl isothiocyanate). Run in C(C)(=O)OCC (ethyl acetate). Yields the product ClC1=CC=2NC(=NS(C2S1)(=O)=O)NC(CCCC(C)C)C (6-Chloro-3-(1,5-dimethylhexyl)amino-4H-thieno[3,2-e]-1,2,4-thiadiazine 1,1-dioxide). As a reaction SMILES: Cl.[NH2:2][C:3]1[CH:7]=[C:6]([Cl:8])[S:5][C:4]=1[S:9]([NH2:12])(=[O:11])=[O:10].[CH3:13][CH:14]([N:21]=[C:22]=S)[CH2:15][CH2:16][CH2:17][CH:18]([CH3:20])[CH3:19]>C(OCC)(=O)C>[Cl:8][C:6]1[S:5][C:4]2[S:9](=[O:10])(=[O:11])[N:12]=[C:22]([NH:21][CH:14]([CH3:13])[CH2:15][CH2:16][CH2:17][CH:18]([CH3:20])[CH3:19])[NH:2][C:3]=2[CH:7]=1 |f:0.1|. Reported procedure: The title compound was prepared from 3-amino-5-chlorothiophene-2-sulfonamide hydrochloride and 1,5-dimethylhexyl isothiocyanate by a procedure analogous to the procedure described in example 3Bc-d; mp 197°-199° C. (ethyl acetate); 1H-NMR (DMSO-d6): δ 0.85 (d, 6H), 1.12 (d, 3H), 1.1-1.6 (m, 7H), 3.77 (m, 1H), 7.07 (s, 1H), 7.12 (br. s, 1H), 10.72 (br. s, 1H). Reactants: C(C)(C)(C)OC(=O)N[C@@H]1CNCC1 ((S)-3-tert-butyloxycarbonylaminopyrrolidine), C1=C(C=CC2=CC=CC=C12)C=O (2-naphthaldehyde). Product: C1=C(C=CC2=CC=CC=C12)CN1C[C@H](CC1)NC(=O)OC(C)(C)C ((3S)-1-(Naphthalen-2-ylmethyl)-3-tert-butyloxycarbonylamino-pyrrolidine). As a reaction SMILES: [C:1]([O:5][C:6]([NH:8][C@H:9]1[CH2:13][CH2:12][NH:11][CH2:10]1)=[O:7])([CH3:4])([CH3:3])[CH3:2].[CH:14]1[C:23]2[C:18](=[CH:19][CH:20]=[CH:21][CH:22]=2)[CH:17]=[CH:16][C:15]=1[CH:24]=O>>[CH:14]1[C:23]2[C:18](=[CH:19][CH:20]=[CH:21][CH:22]=2)[CH:17]=[CH:16][C:15]=1[CH2:24][N:11]1[CH2:12][CH2:13][C@H:9]([NH:8][C:6]([O:5][C:1]([CH3:4])([CH3:2])[CH3:3])=[O:7])[CH2:10]1. Procedure details: This compound was obtained via the reductive amination method described in 49.2, by reaction of (S)-3-tert-butyloxycarbonylaminopyrrolidine with 2-naphthaldehyde. The residue is purified on a column of silica (eluent: from 100/0 to 90/10 (v/v) dichloromethane/methanol). Reactants: C=1C=C[NH+]=CC1.[O-][Cr](=O)(=O)Cl (PCC), N1=CC=CC=C1 (pyridine), ClC1=CC=C(C=C1)CC(=O)C1=C(C=C(C=C1)Cl)Cl (2-(4-Chlorophenyl)-1-(2,4-dichlorophenyl)ethanone). Run in ClCCCl (1,2-dichloroethane). Reaction conditions: temperature 25 celsius. Product: ClC1=CC=C(C=C1)C(C(=O)C1=C(C=C(C=C1)Cl)Cl)=O (1-(4-Chlorophenyl)-2-(2,4-dichlorophenyl)ethane-1,2-dione). Reaction SMILES: [Cl:1][C:2]1[CH:7]=[CH:6][C:5]([CH2:8][C:9]([C:11]2[CH:16]=[CH:15][C:14]([Cl:17])=[CH:13][C:12]=2[Cl:18])=[O:10])=[CH:4][CH:3]=1.C1C=C[NH+]=CC=1.[O-:25][Cr](Cl)(=O)=O.N1C=CC=CC=1>ClCCCl>[Cl:1][C:2]1[CH:7]=[CH:6][C:5]([C:8](=[O:25])[C:9]([C:11]2[CH:16]=[CH:15][C:14]([Cl:17])=[CH:13][C:12]=2[Cl:18])=[O:10])=[CH:4][CH:3]=1 |f:1.2|. Procedure: 2-(4-Chlorophenyl)-1-(2,4-dichlorophenyl)ethanone (2.7 g, 9.01 mmol) was dissolved in 1,2-dichloroethane (25 ml) and freshly made PCC (3.89 g, 18.02 mmol), pyridine (1.43 g, 18.02 mmol) and molecular sieves were added. The reaction mixture was refluxed under inert atmosphere overnight. The solution was cooled to 25° C., filtered through Silica and then solvent was evaporated under reduced pressure. The crude product (1.9 g, 66%) was used directly in the next step. 1H NMR (500 MHz) δ 7.97 (d, 2H)...